This data is from the Open Reaction Database (ORD), a public repository of structured organic reaction records. The task is: describe an organic reaction: reactants, conditions, products, and yield Reactants: BrCCCc1cc[nH]c1, CC(C)C(=O)Nc1cccc(C2CCNCC2)c1, [K+], [K+], O=C([O-])[O-]. Product: CC(C)C(=O)Nc1cccc(C2CCN(CCCc3cc[nH]c3)CC2)c1. RXN SMILES: [Br:25][CH2:26][CH2:27][CH2:28][c:29]1[cH:30][nH:31][cH:32][cH:33]1.[CH3:7][CH:8]([C:9](=[O:10])[NH:11][c:12]1[cH:13][c:14]([CH:18]2[CH2:19][CH2:20][NH:21][CH2:22][CH2:23]2)[cH:15][cH:16][cH:17]1)[CH3:24].[K+:1].[K+:2].[O-:3][C:4]([O-:5])=[O:6]>>[CH3:7][CH:8]([C:9](=[O:10])[NH:11][c:12]1[cH:13][c:14]([CH:18]2[CH2:19][CH2:20][N:21]([CH2:26][CH2:27][CH2:28][c:29]3[cH:30][nH:31][cH:32][cH:33]3)[CH2:22][CH2:23]2)[cH:15][cH:16][cH:17]1)[CH3:24]. Reactants: O=[SH](=O)[O-], O=S(=O)([O-])c1cccc2ccccc12. Product: c1ccc2ccccc2c1. RXN SMILES: [SH:1](=[O:2])(=[O:3])[O-:4].[c:5]1([S:15]([O-:16])(=[O:17])=[O:18])[cH:6][cH:7][cH:8][c:9]2[cH:10][cH:11][cH:12][cH:13][c:14]12>>[cH:5]1[cH:6][cH:7][cH:8][c:9]2[cH:10][cH:11][cH:12][cH:13][c:14]12. Reactants: C1(=CC=CC=C1)C(CCCl)OC1=CC=C(C=C1)OC1=CC(=CC=C1)C(F)(F)F (3-phenyl-3-[4-(3-trifluoromethyl-phenoxy)-phenoxy]-1-chloropropane), Cl.C(C)OC(CNC)=O (sarcosine ethyl ester hydrochloride), C(C)(C)N(CC)C(C)C (diisopropylethylamine), CN1C(CCC1)=O (N-methylpyrrolidinone). Run in O (water). Run at temperature 92.5 celsius. The product is C(C)OC(CN(CCC(OC1=CC=C(C=C1)OC1=CC(=CC=C1)C(F)(F)F)C1=CC=CC=C1)C)=O ((Methyl-{3-phenyl-3-[4-(3-trifluoromethylphenoxy)phenoxy]propyl}amino)acetic Acid Ethyl Ester). The yield is 42.7%. Reaction SMILES: [C:1]1([CH:7]([O:11][C:12]2[CH:17]=[CH:16][C:15]([O:18][C:19]3[CH:24]=[CH:23][CH:22]=[C:21]([C:25]([F:28])([F:27])[F:26])[CH:20]=3)=[CH:14][CH:13]=2)[CH2:8][CH2:9]Cl)[CH:6]=[CH:5][CH:4]=[CH:3][CH:2]=1.Cl.[CH2:30]([O:32][C:33](=[O:37])[CH2:34][NH:35][CH3:36])[CH3:31].C(N(C(C)C)CC)(C)C.CN1CCCC1=O>O>[CH2:30]([O:32][C:33](=[O:37])[CH2:34][N:35]([CH3:36])[CH2:9][CH2:8][CH:7]([C:1]1[CH:6]=[CH:5][CH:4]=[CH:3][CH:2]=1)[O:11][C:12]1[CH:17]=[CH:16][C:15]([O:18][C:19]2[CH:24]=[CH:23][CH:22]=[C:21]([C:25]([F:28])([F:27])[F:26])[CH:20]=2)=[CH:14][CH:13]=1)[CH3:31] |f:1.2|. Procedure details: To a 125 mL round-bottomed flask equipped with condenser and nitrogen inlet were added 486 mg (1.20 mmol) 3-phenyl-3-[4-(3-trifluoromethyl-phenoxy)-phenoxy]-1-chloropropane, 184 mg (1.20 mmol) sarcosine ethyl ester hydrochloride, 0.416 mL (2.40 mmol) diisopropylethylamine, and 6 mL dry N-methylpyrrolidinone. The reaction was heated at 90-95° C. for 60 h, cooled, and poured into water. After extracting with ethyl acetate, the organic layer was washed with water (3 times) and brine, dried over sod... Reactants: CC(C)(C)OC(=O)N1CCc2c(ncn2C(=O)OC(C)(C)C)C1, CO, [Na+], [OH-], O=C(O)CC(O)(CC(=O)O)C(=O)O. Yields the product CC(C)(C)OC(=O)N1CCc2[nH]cnc2C1. Reaction SMILES: [C:1]([O:2][C:3](=[O:4])[n:8]1[cH:9][n:10][c:11]2[c:16]1[CH2:15][CH2:14][N:13]([C:17](=[O:18])[O:19][C:20]([CH3:21])([CH3:22])[CH3:23])[CH2:12]2)([CH3:5])([CH3:6])[CH3:7].[CH3:26][OH:27].[Na+:25].[OH-:24].[OH:28][C:29]([CH2:30][C:31]([C:32](=[O:33])[OH:34])([CH2:35][C:36](=[O:37])[OH:38])[OH:39])=[O:40]>>[nH:8]1[cH:9][n:10][c:11]2[c:16]1[CH2:15][CH2:14][N:13]([C:17](=[O:18])[O:19][C:20]([CH3:21])([CH3:22])[CH3:23])[CH2:12]2. Starting materials: CC(=O)OCC(=O)Nc1cc(CNc2ccccc2C(=O)NOCc2ccc(C#N)cc2)ccn1, CO, Cl, [Na+], [OH-]. The product is N#Cc1ccc(CONC(=O)c2ccccc2NCc2ccnc(NC(=O)CO)c2)cc1. As a reaction SMILES: [C:1](#[N:2])[c:3]1[cH:4][cH:5][c:6]([CH2:7][O:8][NH:9][C:10](=[O:11])[c:12]2[c:13]([NH:18][CH2:19][c:20]3[cH:21][c:22]([NH:26][C:27](=[O:28])[CH2:29][O:30][C:31](=[O:32])[CH3:33])[n:23][cH:24][cH:25]3)[cH:14][cH:15][cH:16][cH:17]2)[cH:34][cH:35]1.[CH3:39][OH:40].[ClH:38].[Na+:37].[OH-:36]>>[C:1](#[N:2])[c:3]1[cH:4][cH:5][c:6]([CH2:7][O:8][NH:9][C:10](=[O:11])[c:12]2[c:13]([NH:18][CH2:19][c:20]3[cH:21][c:22]([NH:26][C:27](=[O:28])[CH2:29][OH:30])[n:23][cH:24][cH:25]3)[cH:14][cH:15][cH:16][cH:17]2)[cH:34][cH:35]1.